Dataset: the Open Reaction Database (ORD), a public repository of structured organic reaction records. Task: describe an organic reaction: reactants, conditions, products, and yield Starting materials: C(C)OC1=C(C(C1=O)=O)NC=1C=C(C=CC1)C1C(=C(NC(=C1C(=O)OC)C)C)C(=O)OC (4-[3-[(2-Ethoxy-3,4-dioxo-1-cyclobuten-1-yl)amino]phenyl]-1,4-dihydro-2,6-dimethyl-3,5-pyridinedicarboxylic Acid, Dimethyl Ester), 4-cyclohexyl-1-piperazine-1-propanamine, CN(C)C=O (DMF). Yields the product C1(CCCCC1)N1CCN(CC1)CCCNC1=C(C(C1=O)=O)NC=1C=C(C=CC1)C1C(=C(NC(=C1C(=O)OC)C)C)C(=O)OC (4-[3-[[2-[[3-(4-cyclohexyl-1-piperazinyl)propyl]amino]-3,4-dioxo-1-cyclobuten-1-yl]amino]phenyl]-1,4-dihydro-2,6-dimethyl-3,5-pyridinedicarboxylic Acid, Dimethyl Ester). Reaction SMILES: C(O[C:4]1[C:7](=[O:8])[C:6](=[O:9])[C:5]=1[NH:10][C:11]1[CH:12]=[C:13]([CH:17]2[C:22]([C:23]([O:25][CH3:26])=[O:24])=[C:21]([CH3:27])[NH:20][C:19]([CH3:28])=[C:18]2[C:29]([O:31][CH3:32])=[O:30])[CH:14]=[CH:15][CH:16]=1)C.[CH3:33][N:34]([CH:36]=O)[CH3:35]>>[CH:33]1([N:34]2[CH2:36][CH2:35][N:34]([CH2:36][CH2:4][CH2:5][NH:10][C:4]3[C:7](=[O:8])[C:6](=[O:9])[C:5]=3[NH:10][C:11]3[CH:12]=[C:13]([CH:17]4[C:22]([C:23]([O:25][CH3:26])=[O:24])=[C:21]([CH3:27])[NH:20][C:19]([CH3:28])=[C:18]4[C:29]([O:31][CH3:32])=[O:30])[CH:14]=[CH:15][CH:16]=3)[CH2:33][CH2:35]2)[CH2:13][CH2:12][CH2:11][CH2:16][CH2:15]1. Procedure details: The compound of Example 1 (160 mg, 0.364 mmol) and 4-cyclohexyl-1-piperazine-1-propanamine (81.4 mg, 0.362 mmol) were stirred in 2 mL DMF at room temperature for 64 hours. The crude reaction mixture was evaporated to dryness under high vacuum (0.1 mmHg) at 50-55° C. The resulting gum was triturated with methylene chloride followed by the addition of hexanes. The titled compound precipitated out as fine creamy white crystalline solid (165 mg, 73.6%): mp 210-212° C.; 1H NMR (DMSO-d6) δ 9.52 (br. s... The reactants are CN1CCOCC1, CC#CC1CCC(C(=O)O)N1C(=O)CCl, CC(C)COC(=O)Cl, ClCCl, Cl, N, C1COCCO1. Yields the product CC#CC1CCC(C(N)=O)N1C(=O)CCl. Reaction SMILES: [CH3:16][N:17]1[CH2:18][CH2:19][O:20][CH2:21][CH2:22]1.[Cl:1][CH2:2][C:3](=[O:4])[N:5]1[CH:6]([C:7](=[O:8])[OH:9])[CH2:10][CH2:11][CH:12]1[C:13]#[C:14][CH3:15].[Cl:23][C:24]([O:25][CH2:26][CH:27]([CH3:28])[CH3:29])=[O:30].[Cl:38][CH2:39][Cl:40].[ClH:41].[NH3:31].[O:32]1[CH2:33][CH2:34][O:35][CH2:36][CH2:37]1>>[Cl:1][CH2:2][C:3](=[O:4])[N:5]1[CH:6]([C:7](=[O:8])[NH2:17])[CH2:10][CH2:11][CH:12]1[C:13]#[C:14][CH3:15]. Solvent: C1=CC=CC=C1 (benzene), C1=CC=CC=C1 (benzene). The product is C1(=CC=C(C=C1)C(CC#N)(O)C1=CC=C(C=C1)C1=CC=CC=C1)C1=CC=CC=C1 (3,3-bis[(1,1'-biphenyl)-4-yl]-3-hydroxypropanenitrile). Reported procedure: To a stirred suspension of 4,4'-diphenylbenzophenone (15.5 g) and acetonitrile in dry benzene (200 mL), was added at a rapid dropwise rate a suspension of sodamide (2.3 g) in dry benzene (20 mL). The resulting mixture was stirred at reflux for 60 minutes, then the reaction was cooled and treated carefully with ice (50 g). The layers were separated, and the aqueous Phase was extracted with toluene. The organic extracts were washed with water, then were combined, dried (MgSO4) and evaporated to fu... Starting materials: [NH2-].[Na+] (sodamide), ice, C1(=CC=CC=C1)C1=CC=C(C(=O)C2=CC=C(C=C2)C2=CC=CC=C2)C=C1 (4,4'-diphenylbenzophenone), C(C)#N (acetonitrile). Reaction SMILES: [C:1]1([C:7]2[CH:26]=[CH:25][C:10]([C:11]([C:13]3[CH:18]=[CH:17][C:16]([C:19]4[CH:24]=[CH:23][CH:22]=[CH:21][CH:20]=4)=[CH:15][CH:14]=3)=[O:12])=[CH:9][CH:8]=2)[CH:6]=[CH:5][CH:4]=[CH:3][CH:2]=1.[C:27](#[N:29])[CH3:28].[NH2-].[Na+]>C1C=CC=CC=1>[C:7]1([C:1]2[CH:2]=[CH:3][CH:4]=[CH:5][CH:6]=2)[CH:26]=[CH:25][C:10]([C:11]([C:13]2[CH:18]=[CH:17][C:16]([C:19]3[CH:20]=[CH:21][CH:22]=[CH:23][CH:24]=3)=[CH:15][CH:14]=2)([OH:12])[CH2:28][C:27]#[N:29])=[CH:9][CH:8]=1 |f:2.3|. The reactants are ester, COC(C1=C(C=CC(=C1)C=1SC=C(N1)C1=CC(=C(C=C1)Cl)Cl)Br)=O (2-bromo-5-[4-(3,4-dichloro-phenyl)-thiazol-2-yl]-benzoic acid methyl ester), COC(C1=C(C=CC(=C1)C=1SC=C(N1)C1=CC(=C(C=C1)Cl)Cl)Br)=O (2-bromo-5-[4-(3,4-dichloro-phenyl)-thiazol-2-yl]-benzoic acid methyl ester), ClC=1C=C(C=CC1C#N)B(O)O (3-chloro-4-cyanophenylboronic acid). Yields the product ClC=1C=C(C=CC1C#N)C=1C(=CC(=CC1)C=1SC=C(N1)C1=CC(=C(C=C1)Cl)Cl)C(=O)O (3′-chloro-4′-cyano-4-[4-(3,4-dichloro-phenyl)-thiazol-2-yl]-biphenyl-2-carboxylic acid). Yield: 43.2%. RXN SMILES: C[O:2][C:3](=[O:24])[C:4]1[CH:9]=[C:8]([C:10]2[S:11][CH:12]=[C:13]([C:15]3[CH:20]=[CH:19][C:18]([Cl:21])=[C:17]([Cl:22])[CH:16]=3)[N:14]=2)[CH:7]=[CH:6][C:5]=1Br.[Cl:25][C:26]1[CH:27]=[C:28](B(O)O)[CH:29]=[CH:30][C:31]=1[C:32]#[N:33]>>[Cl:25][C:26]1[CH:27]=[C:28]([C:5]2[C:4]([C:3]([OH:2])=[O:24])=[CH:9][C:8]([C:10]3[S:11][CH:12]=[C:13]([C:15]4[CH:20]=[CH:19][C:18]([Cl:21])=[C:17]([Cl:22])[CH:16]=4)[N:14]=3)=[CH:7][CH:6]=2)[CH:29]=[CH:30][C:31]=1[C:32]#[N:33]. Reported procedure: Using the conditions of General Procedure B for Suzuki Coupling and Hydrolysis in Parallel Mode, 2-bromo-5-[4-(3,4-dichloro-phenyl)-thiazol-2-yl]-benzoic acid methyl ester (which may be prepared as described for Intermediate 6; 89 mg, 0.2 mmol) was reacted with and 3-chloro-4-cyanophenylboronic acid (available from Combi-Blocks Inc.; 73 mg, 0.4 mmol). The resulting ester was hydrolyzed and the acid was purified to give 3′-chloro-4′-cyano-4-[4-(3,4-dichloro-phenyl)-thiazol-2-yl]-biphenyl-2-carbox...